From a dataset of the Open Reaction Database (ORD), a public repository of structured organic reaction records. describe an organic reaction: reactants, conditions, products, and yield The reactants are OC1=C(C=CC=C1I)C1=CC=CC(=N1)N1N=CC(=C1C(F)(F)F)C(=O)OCC (Ethyl 1-[6-(2-hydroxy-3-iodophenyl)pyridin-2-yl]-5-(trifluoromethyl)-1H-pyrazole-4-carboxylate), CC1=C(CO)C=CC(=C1)C (2,4-dimethylbenzyl alcohol), C1(=CC=CC=C1)P(C1=CC=CC=C1)C1=CC=CC=C1 (triphenylphosphine), N(=NC(=O)OC(C)C)C(=O)OC(C)C (diisopropyl azodicarboxylate). Run in C(Cl)Cl (DCM). Run at time 18 hour. Product: CC1=C(COC2=C(C=CC=C2I)C2=CC=CC(=N2)N2N=CC(=C2C(F)(F)F)C(=O)OCC)C=CC(=C1)C (Ethyl 1-(6-{2-[(2,4-dimethylbenzyl)oxy]-3-iodophenyl}pyridin-2-yl)-5-(trifluoromethyl)-1H-pyrazole-4-carboxylate). As a reaction SMILES: [OH:1][C:2]1[C:7]([I:8])=[CH:6][CH:5]=[CH:4][C:3]=1[C:9]1[N:14]=[C:13]([N:15]2[C:19]([C:20]([F:23])([F:22])[F:21])=[C:18]([C:24]([O:26][CH2:27][CH3:28])=[O:25])[CH:17]=[N:16]2)[CH:12]=[CH:11][CH:10]=1.[CH3:29][C:30]1[CH:37]=[C:36]([CH3:38])[CH:35]=[CH:34][C:31]=1[CH2:32]O.C1(P(C2C=CC=CC=2)C2C=CC=CC=2)C=CC=CC=1.N(C(OC(C)C)=O)=NC(OC(C)C)=O>C(Cl)Cl>[CH3:29][C:30]1[CH:37]=[C:36]([CH3:38])[CH:35]=[CH:34][C:31]=1[CH2:32][O:1][C:2]1[C:7]([I:8])=[CH:6][CH:5]=[CH:4][C:3]=1[C:9]1[N:14]=[C:13]([N:15]2[C:19]([C:20]([F:23])([F:22])[F:21])=[C:18]([C:24]([O:26][CH2:27][CH3:28])=[O:25])[CH:17]=[N:16]2)[CH:12]=[CH:11][CH:10]=1. Procedure details: To a solution of the title compound from Example 15 Step A (200 mg, 0.397 mmol), 2,4-dimethylbenzyl alcohol (81.0 mg, 0.596 mmol), and triphenylphosphine (156 mg, 0.596 mmol) in DCM (2 mL) was added diisopropyl azodicarboxylate (0.114 mL, 0.596 mmol), and the resulting mixture was stirred at ambient temperature. After 18 h, the reaction mixture was concentrated in vacuo. Purification by flash chromatography on silica gel (0 to 20% EtOAc in hexanes, then 20 to 100% EtOAc in hexanes) provided the ... Reactants: C(CC)(N)=NO (propionamidoxime), ClC1=CC=C(OC2=C3C=4C(=C(N=CC4NC3=CC=C2)C(=O)O)COC)C=C1 (5-(4-chlorophenoxy)-4-methoxymethyl-beta-carboline-3-carboxylic acid), C(CC)(N)=NO (propionamidoxime), C(=O)(N1C=NC=C1)N1C=NC=C1 (carbonyldiimidazole). Solvent: CN(C=O)C (dimethylformamide). Reaction conditions: time 3 hour. Product: ClC1=CC=C(OC2=C3C=4C(=C(N=CC4NC3=CC=C2)C2=NC(=NO2)CC)COC)C=C1 (5-(4-chlorophenoxy)-3-(3-ethyl-1,2,4-oxadiazol-5-yl)-4-methoxymethyl-beta-carboline). Reaction SMILES: [Cl:1][C:2]1[CH:27]=[CH:26][C:5]([O:6][C:7]2[CH:19]=[CH:18][CH:17]=[C:16]3[C:8]=2[C:9]2[C:10]([CH2:23][O:24][CH3:25])=[C:11]([C:20](O)=[O:21])[N:12]=[CH:13][C:14]=2[NH:15]3)=[CH:4][CH:3]=1.C(N1C=CN=C1)(N1C=CN=C1)=O.[C:40](=[N:44]O)([NH2:43])[CH2:41][CH3:42]>CN(C)C=O>[Cl:1][C:2]1[CH:27]=[CH:26][C:5]([O:6][C:7]2[CH:19]=[CH:18][CH:17]=[C:16]3[C:8]=2[C:9]2[C:10]([CH2:23][O:24][CH3:25])=[C:11]([C:20]4[O:21][N:44]=[C:40]([CH2:41][CH3:42])[N:43]=4)[N:12]=[CH:13][C:14]=2[NH:15]3)=[CH:4][CH:3]=1. Procedure details: 5.74 g of 5-(4-chlorophenoxy)-4-methoxymethyl-beta-carboline-3-carboxylic acid are dissolved in 150 ml of absolute dimethylformamide, mixed with 2.91 g of carbonyldiimidazole and stirred for 3 hours at room temperature. To this solution is added 3.96 g of propionamidoxime, it is stirred for 8 hours, 1 g of propionamidoxime is added once more and also stirred for 8 hours. After evaporation on the oil pump vacuum, it is taken up in toluene and refluxed for 8 hours. After evaporation, it is chromat... Reactants: ClN1C(CCC1=O)=O (N-chlorosuccinimide), CSC (dimethyl sulfide), [N+](=O)([O-])C1=CC=C(C=NNC2=CC=C(C=C2)OC(F)(F)F)C=C1 (1-(4-nitrobenzylidene)-2-(4-(trifluoromethoxy)-phenyl)hydrazine). Solvent: C(Cl)Cl (CH2Cl2), C(Cl)Cl (CH2Cl2). Reaction conditions: temperature -78 celsius, time 15 minute. The product is [N+](=O)([O-])C1=CC=C(C(=NNC2=CC=C(C=C2)OC(F)(F)F)Cl)C=C1 (4-Nitro-N′-(4-(trifluoromethoxy)phenyl)-benzohydrazonoyl chloride). Reaction SMILES: [Cl:1]N1C(=O)CCC1=O.CSC.[N+:12]([C:15]1[CH:34]=[CH:33][C:18]([CH:19]=[N:20][NH:21][C:22]2[CH:27]=[CH:26][C:25]([O:28][C:29]([F:32])([F:31])[F:30])=[CH:24][CH:23]=2)=[CH:17][CH:16]=1)([O-:14])=[O:13]>C(Cl)Cl>[N+:12]([C:15]1[CH:16]=[CH:17][C:18]([C:19]([Cl:1])=[N:20][NH:21][C:22]2[CH:27]=[CH:26][C:25]([O:28][C:29]([F:30])([F:31])[F:32])=[CH:24][CH:23]=2)=[CH:33][CH:34]=1)([O-:14])=[O:13]. Procedure details: To a magnetically stirred solution of N-chlorosuccinimide (1.23 g, 9.22 mmoL) in CH2Cl2 (16 mL) at 0° C. was added dimethyl sulfide (1.36 mL, 18.45 mmoL) and the reaction mixture was stirred for 15 min and then cooled to −78° C. To this solution was added 1-(4-nitrobenzylidene)-2-(4-(trifluoromethoxy)-phenyl)hydrazine (2 g, 6.15 mmoL) dissolved in CH2Cl2 (16 mL) and the reaction mixture was stirred at this temperature for 1 h, warmed to room temperature and stirred for 2 h. The solution was conc... Reactants: BrC1=CC=C(C=C1)C1=CC=C(C=C1)F (4-bromo-4'-fluorobiphenyl), C(#C)C1(CN2CCC1CC2)O (3-ethynyl-3-hydroxyquinuclidine). Reagents/catalysts: C1=CC=C(C=C1)P(C2=CC=CC=C2)C3=CC=CC=C3.C1=CC=C(C=C1)P(C2=CC=CC=C2)C3=CC=CC=C3.Cl[Pd]Cl (bis(triphenylphosphine)-palladium (II) chloride), [Cu]I (copper (I) iodide). Solvent: O (water), [OH-].[Na+] (sodium hydroxide), C(C)N(CC)CC (triethylamine). Yields the product FC1(CC=C(C=C1)C1=CC=CC=C1)C#CC1(CN2CCC1CC2)O (3-[2-(4-fluorobiphenyl-4-yl)ethynyl]quinuclidin-3-ol). Yield: 16.4%. Reaction SMILES: Br[C:2]1[CH:7]=[CH:6][C:5]([C:8]2[CH:13]=[CH:12][C:11]([F:14])=[CH:10][CH:9]=2)=[CH:4][CH:3]=1.[C:15]([C:17]1([OH:25])[CH:22]2[CH2:23][CH2:24][N:19]([CH2:20][CH2:21]2)[CH2:18]1)#[CH:16]>C(N(CC)CC)C.O.[OH-].[Na+].C1C=CC(P(C2C=CC=CC=2)C2C=CC=CC=2)=CC=1.C1C=CC(P(C2C=CC=CC=2)C2C=CC=CC=2)=CC=1.Cl[Pd]Cl.[Cu]I>[F:14][C:11]1([C:16]#[C:15][C:17]2([OH:25])[CH:22]3[CH2:23][CH2:24][N:19]([CH2:20][CH2:21]3)[CH2:18]2)[CH:12]=[CH:13][C:8]([C:5]2[CH:6]=[CH:7][CH:2]=[CH:3][CH:4]=2)=[CH:9][CH2:10]1 |f:4.5,6.7.8|. Procedure details: A mixture of 4-bromo-4'-fluorobiphenyl (1.0 g), 3-ethynyl-3-hydroxyquinuclidine (600 mg), bis(triphenylphosphine)-palladium (II) chloride (120 mg) and copper (I) iodide (60 mg) in dry triethylamine (15 ml) was stirred at reflux under an atmosphere of argon for 5 hours. The reaction mixture was cooled, diluted with water (60 ml), 2M aqueous sodium hydroxide solution added and extracted with dichloromethane. The mixed layers were filtered through diatomaceous earth and washed with dichloromethane.... The reactants are C1[C@@H](O1)C(F)(F)F (R-(+)-3,3,3-trifluoro-1,2-epoxypropane), COC1=CC=C(CO)C=C1 (4-methoxybenzylalcohol), [H-].[Na+] (NaH). The solvent is C1CCOC1 (THF), C1CCOC1 (THF), O (water). Run at temperature 0 celsius, time 1 hour. Yields the product FC([C@@H](COCC1=CC=C(C=C1)OC)O)(F)F ((R)-1,1,1-Trifluoro-3-(4-methoxybenzyloxy)-propan-2-ol). Reaction SMILES: [H-].[Na+].[CH3:3][O:4][C:5]1[CH:12]=[CH:11][C:8]([CH2:9][OH:10])=[CH:7][CH:6]=1.[CH2:13]1[O:15][C@H:14]1[C:16]([F:19])([F:18])[F:17]>C1COCC1.O>[F:17][C:16]([F:19])([F:18])[C@H:14]([OH:15])[CH2:13][O:10][CH2:9][C:8]1[CH:11]=[CH:12][C:5]([O:4][CH3:3])=[CH:6][CH:7]=1 |f:0.1|. Reported procedure: To a suspension of NaH (390 mg, 8.9 mmol, 55% in mineral oil) in THF (10 mL) at 0° C. was added 4-methoxybenzylalcohol (1.27 g, 8.92 mmol) in THF (5 mL). After 1 h stirring at 0° C. R-(+)-3,3,3-trifluoro-1,2-epoxypropane (500 mg, 4.46 mmol) was added to a 20 mL microwave vial via syringe. The closed vial was heated at 100° C. for 18 h. The reaction mixture was diluted with water and extracted twice with Et2O. The organic phase was washed with brine, dried over MgSO4, filtered and evaporated. Chr... Reactants: C(=O)(Cl)Cl (phosgene), C(C)NCCOC (N-ethyl-N-2-methoxyethylamine). Solvent: CCOCC (ether), CCOCC (ether). Product: COCCN(C(=O)Cl)CC (N-(2-methoxyethyl)-N-ethylcarbamoyl chloride). RXN SMILES: [C:1]([Cl:4])(Cl)=[O:2].[CH2:5]([NH:7][CH2:8][CH2:9][O:10][CH3:11])[CH3:6]>CCOCC>[CH3:11][O:10][CH2:9][CH2:8][N:7]([CH2:5][CH3:6])[C:1]([Cl:4])=[O:2]. Procedure: To a stirred solution of 89.1 g. phosgene in 500 ml. dry ether at -20°C. was added a solution of 30.9 g. N-ethyl-N-2-methoxyethylamine in 50 ml. dry ether, whilst the temperature of the reaction mixture was maintained at -20°C. The stirred mixture was then allowed to warm to room temperature during 1 hour. The reaction mixture was filtered and the filtrate evaporated in vacuo below 25°C. to remove the solvent and give the product, N-(2-methoxyethyl)-N-ethylcarbamoyl chloride as a pale yellow liq...